Dataset: the Open Reaction Database (ORD), a public repository of structured organic reaction records. Task: describe an organic reaction: reactants, conditions, products, and yield Reactants: N1=CC(=CC=C1)C=O (pyridine-3-carbaldehyde), NN1C(NN=C1)=O (4-amino-1,2,4-triazol-3-one). The reagents and catalysts are Cl (hydrochloric acid). Run in alcohol. Product: N1=CC(=CC=C1)C=NN1C(NN=C1)=O (4-(Pyridin-3-ylmethyleneamino)-1,2,4-triazol-3-one). Reaction SMILES: [NH2:1][N:2]1[CH:6]=[N:5][NH:4][C:3]1=[O:7].[N:8]1[CH:13]=[CH:12][CH:11]=[C:10]([CH:14]=O)[CH:9]=1>Cl>[N:8]1[CH:13]=[CH:12][CH:11]=[C:10]([CH:14]=[N:1][N:2]2[CH:6]=[N:5][NH:4][C:3]2=[O:7])[CH:9]=1. Procedure details: A mixture of 4 g of 4-amino-1,2,4-triazol-3-one and 100 ml of alcohol is heated to the reflux temperature and 4.3 g of pyridine-3-carbaldehyde and 2 drops of 6N hydrochloric acid are added thereto. After 30 minutes under reflux the reaction mixture is cooled to 20°. The product that has precipitated is then filtered off with suction and dried under a high vacuum. 4.6 g of the title compound having a melting point of 264-265° are obtained. The reactants are C1CCOC1, C1CCCCC1, [Li]C(C)CC, Cl, Cc1cc(F)ccc1C(F)(F)F, CN(C)C=O. The product is Cc1cc(F)c(C=O)cc1C(F)(F)F. As a reaction SMILES: [CH2:1]1[CH2:3][CH2:2][CH2:4][O:5]1.[CH2:24]1[CH2:25][CH2:26][CH2:27][CH2:28][CH2:29]1.[CH:6]([Li:7])([CH2:8][CH3:9])[CH3:10].[ClH:23].[F:11][c:12]1[cH:13][c:14]([CH3:22])[c:15]([C:18]([F:19])([F:20])[F:21])[cH:16][cH:17]1.[O:30]=[CH:31][N:32]([CH3:33])[CH3:34]>>[CH:4](=[O:5])[c:17]1[c:12]([F:11])[cH:13][c:14]([CH3:22])[c:15]([C:18]([F:19])([F:20])[F:21])[cH:16]1. Reactants: Cc1cc(C#N)cc(CC#N)c1, CC(C)(C)c1c(Cl)nc(OCc2ccccc2)nc1OCc1ccccc1, [Cl-], [H-], [NH4+], [Na+], CN(C)C=O. Yields the product Cc1cc(C#N)cc(C(C#N)c2nc(OCc3ccccc3)nc(OCc3ccccc3)c2C(C)(C)C)c1. As a reaction SMILES: [C:28](#[N:29])[c:30]1[cH:31][c:32]([CH2:37][C:38]#[N:39])[cH:33][c:34]([CH3:36])[cH:35]1.[CH2:1]([c:2]1[cH:3][cH:4][cH:5][cH:6][cH:7]1)[O:8][c:9]1[n:10][c:11]([Cl:27])[c:12]([C:23]([CH3:24])([CH3:25])[CH3:26])[c:13]([O:15][CH2:16][c:17]2[cH:18][cH:19][cH:20][cH:21][cH:22]2)[n:14]1.[Cl-:42].[H-:40].[NH4+:43].[Na+:41].[O:44]=[CH:45][N:46]([CH3:47])[CH3:48]>>[CH2:1]([c:2]1[cH:3][cH:4][cH:5][cH:6][cH:7]1)[O:8][c:9]1[n:10][c:11]([CH:37]([c:32]2[cH:31][c:30]([C:28]#[N:29])[cH:35][c:34]([CH3:36])[cH:33]2)[C:38]#[N:39])[c:12]([C:23]([CH3:24])([CH3:25])[CH3:26])[c:13]([O:15][CH2:16][c:17]2[cH:18][cH:19][cH:20][cH:21][cH:22]2)[n:14]1. Reactants: BrC=1C=C(C(=O)C2=NC=CC=C2OCOC)C=CC1F (2-(3-bromo-4-fluorobenzoyl)-3-methoxymethoxypyridine), [C-]#N.[K+] (potassium cyanide), O (water). The solvent is CS(=O)C (dimethyl sulfoxide). Run at time 3 hour. The product is BrC=1C=C(C(=O)C2=NC=CC=C2OCOC)C=CC1C#N (2-(3-bromo-4-cyanobenzoyl)-3-methoxymethoxypyridine). Yield: 96.1%. As a reaction SMILES: [Br:1][C:2]1[CH:3]=[C:4]([CH:17]=[CH:18][C:19]=1F)[C:5]([C:7]1[C:12]([O:13][CH2:14][O:15][CH3:16])=[CH:11][CH:10]=[CH:9][N:8]=1)=[O:6].[C-:21]#[N:22].[K+].O>CS(C)=O>[Br:1][C:2]1[CH:3]=[C:4]([CH:17]=[CH:18][C:19]=1[C:21]#[N:22])[C:5]([C:7]1[C:12]([O:13][CH2:14][O:15][CH3:16])=[CH:11][CH:10]=[CH:9][N:8]=1)=[O:6] |f:1.2|. Procedure details: To a solution of 2-(3-bromo-4-fluorobenzoyl)-3-methoxymethoxypyridine (4.68 g) in dimethyl sulfoxide (50 mL) was added potassium cyanide (2.7 g) at 0° C. The mixture was stirred for 3 hours while raising the temperature to room temperature. The reaction mixture was poured into water, which was subjected to extraction with ethyl acetate. The extract solution was washed with water and a saturated aqueous saline solution, successively, and dried (sodium sulfate) and then concentrated. The concentra... The reactants are ClC=1C(=NC(=C(C#N)C1)OCCCC(C)=O)Cl (5,6-dichloro-2-(4-oxopentyloxy)nicotinonitrile), CC1=CC(=CC2=C1B(OC2)O)O (7-methylbenzo[c][1,2]oxaborole-1,5(3H)-diol). The product is ClC=1C(=NC(=C(C#N)C1)OCCCC(C)=O)OC1=CC2=C(B(OC2)O)C(=C1)C (5-Chloro-6-(1-hydroxy-7-methyl-1,3-dihydrobenzo[c][1,2]oxaborol-5-yloxy)-2-(4-oxopentyloxy)nicotinonitrile). As a reaction SMILES: [Cl:1][C:2]1[C:3](Cl)=[N:4][C:5]([O:10][CH2:11][CH2:12][CH2:13][C:14](=[O:16])[CH3:15])=[C:6]([CH:9]=1)[C:7]#[N:8].[CH3:18][C:19]1[C:24]2[B:25]([OH:28])[O:26][CH2:27][C:23]=2[CH:22]=[C:21]([OH:29])[CH:20]=1>>[Cl:1][C:2]1[C:3]([O:29][C:21]2[CH:20]=[C:19]([CH3:18])[C:24]3[B:25]([OH:28])[O:26][CH2:27][C:23]=3[CH:22]=2)=[N:4][C:5]([O:10][CH2:11][CH2:12][CH2:13][C:14](=[O:16])[CH3:15])=[C:6]([CH:9]=1)[C:7]#[N:8]. Procedure: This compound was prepared from 5,6-dichloro-2-(4-oxopentyloxy)nicotinonitrile and 7-methylbenzo[c][1,2]oxaborole-1,5(3H)-diol in a similar manner to that of D230. 1H-NMR (400 MHz, DMSO-d6) δ (ppm) 1.67-1.71 (m, 2H), 2.02 (s, 3H), 2.33 (t, J=5.4 Hz, 2H), 2.44 (s, 3H), 4.01 (t, J=5.3 Hz, 2H), 4.95 (s, 2H), 7.0 (s, 1H), 7.07 (s, 1H), 8.56 (s, 1H), 9.0 (s, 1H). Starting materials: C(CCCCCCC)NC1=CC=NC=C1 (4-octylaminopyridine), C(CCCCCCC)Cl (octyl chloride), C (charcoal), C(CCCCCCC)Cl (octyl chloride). Run in ClCCl (dichloromethane), ClCCl (dichloromethane). Reaction conditions: temperature 180 celsius. Yields the product Cl.C(CCCCCCC)N1C=CC(C=C1)=NCCCCCCCC (N-(1-octyl-4(1H)-pyridinylidene)octanamine monohydrochloride). Isolated yield 187.4%. Reaction SMILES: [CH2:1]([NH:9][C:10]1[CH:15]=[CH:14][N:13]=[CH:12][CH:11]=1)[CH2:2][CH2:3][CH2:4][CH2:5][CH2:6][CH2:7][CH3:8].[CH2:16]([Cl:24])[CH2:17][CH2:18][CH2:19][CH2:20][CH2:21][CH2:22][CH3:23].C>ClCCl>[ClH:24].[CH2:16]([N:13]1[CH:14]=[CH:15][C:10](=[N:9][CH2:1][CH2:2][CH2:3][CH2:4][CH2:5][CH2:6][CH2:7][CH3:8])[CH:11]=[CH:12]1)[CH2:17][CH2:18][CH2:19][CH2:20][CH2:21][CH2:22][CH3:23] |f:4.5|. Reported procedure: A mixture of 4-octylaminopyridine (25 g., 0.121 mole) and octyl chloride (20.5 ml., 0.121 mole) was heated at 180° C. for 1 hr. More octyl chloride (0.5 ml.) was added and the mixture was again heated at 180° C. for 1 hr., then dissolved in dichloromethane. The dichloromethane solution was treated with charcoal, filtered, and stripped of solvent under vacuum. The solid residue was slurried in ether (1.5 kg.), collected by filtration, washed with ether (500 g.), isolated in a dry bag, and dried (... Starting materials: CC(=O)Oc1cc(OC(C)=O)cc(C(=O)O)c1, CN(C)C=O, Cc1ccccc1, O=S(Cl)Cl. The product is CC(=O)Oc1cc(OC(C)=O)cc(C(=O)Cl)c1. As a reaction SMILES: [C:1]([CH3:2])(=[O:3])[O:4][c:5]1[cH:6][c:7]([C:8](=[O:9])[OH:10])[cH:11][c:12]([O:14][C:15]([CH3:16])=[O:17])[cH:13]1.[CH3:18][N:19]([CH3:20])[CH:21]=[O:22].[CH3:27][c:28]1[cH:29][cH:30][cH:31][cH:32][cH:33]1.[S:23]([Cl:24])([Cl:25])=[O:26]>>[C:1]([CH3:2])(=[O:3])[O:4][c:5]1[cH:6][c:7]([C:8](=[O:9])[Cl:25])[cH:11][c:12]([O:14][C:15]([CH3:16])=[O:17])[cH:13]1.